This data is from the Open Reaction Database (ORD), a public repository of structured organic reaction records. The task is: describe an organic reaction: reactants, conditions, products, and yield Reactants: O=C1NC(=O)c2ccccc21, CC(C)Cn1c(CCl)c(-c2cccc(F)c2)c2cc(OCc3ccccc3)ccc2c1=O, CN(C)C=O, [K], O. Yields the product CC(C)Cn1c(CN2C(=O)c3ccccc3C2=O)c(-c2cccc(F)c2)c2cc(OCc3ccccc3)ccc2c1=O. RXN SMILES: [C:33]1(=[O:43])[c:34]2[c:35]([cH:39][cH:40][cH:41][cH:42]2)[C:36](=[O:38])[NH:37]1.[CH2:1]([c:2]1[cH:3][cH:4][cH:5][cH:6][cH:7]1)[O:8][c:9]1[cH:10][c:11]2[c:12](-[c:26]3[cH:27][c:28]([F:32])[cH:29][cH:30][cH:31]3)[c:13]([CH2:24][Cl:25])[n:14]([CH2:20][CH:21]([CH3:22])[CH3:23])[c:15](=[O:19])[c:16]2[cH:17][cH:18]1.[CH3:46][N:47]([CH3:48])[CH:49]=[O:50].[K:44].[OH2:45]>>[CH2:1]([c:2]1[cH:3][cH:4][cH:5][cH:6][cH:7]1)[O:8][c:9]1[cH:10][c:11]2[c:12](-[c:26]3[cH:27][c:28]([F:32])[cH:29][cH:30][cH:31]3)[c:13]([CH2:24][N:37]3[C:33](=[O:43])[c:34]4[c:35]([cH:39][cH:40][cH:41][cH:42]4)[C:36]3=[O:38])[n:14]([CH2:20][CH:21]([CH3:22])[CH3:23])[c:15](=[O:19])[c:16]2[cH:17][cH:18]1. Reactants: O=C([O-])[O-], [K+], [K+], CC1(NC(=O)C(F)(F)F)CCN(CC2Cn3c(=O)ccc4ccc(=O)n2c43)CC1. Yields the product CC1(N)CCN(CC2Cn3c(=O)ccc4ccc(=O)n2c43)CC1. RXN SMILES: [C:30](=[O:31])([O-:32])[O-:33].[K+:34].[K+:35].[O:1]=[c:2]1[n:3]2[c:4]3[n:5]([c:6](=[O:12])[cH:7][cH:8][c:9]3[cH:10][cH:11]1)[CH:13]([CH2:15][N:16]1[CH2:17][CH2:18][C:19]([CH3:22])([NH:23][C:24](=[O:25])[C:26]([F:27])([F:28])[F:29])[CH2:20][CH2:21]1)[CH2:14]2>>[O:1]=[c:2]1[n:3]2[c:4]3[n:5]([c:6](=[O:12])[cH:7][cH:8][c:9]3[cH:10][cH:11]1)[CH:13]([CH2:15][N:16]1[CH2:17][CH2:18][C:19]([CH3:22])([NH2:23])[CH2:20][CH2:21]1)[CH2:14]2. Reactants: C([O-])([O-])=O.[K+].[K+] (potassium carbonate), O.NN (hydrazine hydrate), C(C)(=O)N1N=C(C2=C(CC1C)C=C(C(=C2)OC)Br)C2=CC(=C(C=C2)[N+](=O)[O-])C ((±)-3-acetyl-7-bromo4,5-dihydro-1-(3-methyl-4-nitrophenyl)-4-methyl-8-methoxy-3H-2,3-benzo-diazepine). The reagents and catalysts are [Pd] (palladium/charcoal). Run in COCCO (methyl cellosolve). Conditions: temperature 100 celsius, time 1 hour. The product is C(C)(=O)N1N=C(C2=C(CC1C)C=CC(=C2)OC)C2=CC(=C(C=C2)N)C ((±)-3-Acetyl-1-(4-amino-3-methylphenyl)-4,5-dihydro-4-methyl-8-methoxy-3H-2,3-benzodiazepine). Yield: 47.4%. Reaction SMILES: [C:1]([N:4]1[CH:10]([CH3:11])[CH2:9][C:8]2[CH:12]=[C:13](Br)[C:14]([O:16][CH3:17])=[CH:15][C:7]=2[C:6]([C:19]2[CH:24]=[CH:23][C:22]([N+:25]([O-])=O)=[C:21]([CH3:28])[CH:20]=2)=[N:5]1)(=[O:3])[CH3:2].C(=O)([O-])[O-].[K+].[K+].O.NN>COCCO.[Pd]>[C:1]([N:4]1[CH:10]([CH3:11])[CH2:9][C:8]2[CH:12]=[CH:13][C:14]([O:16][CH3:17])=[CH:15][C:7]=2[C:6]([C:19]2[CH:24]=[CH:23][C:22]([NH2:25])=[C:21]([CH3:28])[CH:20]=2)=[N:5]1)(=[O:3])[CH3:2] |f:1.2.3,4.5|. Reported procedure: 4.46 g (10 mmoles) of (±)-3-acetyl-7-bromo4,5-dihydro-1-(3-methyl-4-nitrophenyl)-4-methyl-8-methoxy-3H-2,3-benzo-diazepine are dissolved in 190 cm3 of methyl cellosolve, then 2.1 g (15 mmoles) of potassium carbonate and 1.8 g of 10% palladium/charcoal catalyst and, under vigorous stirring, 1.95 cm3 (40 mmoles) of 98% hydrazine hydrate are added. The reaction mixture is stirred at 100° C. for 1 hour, the catalyst is filtered, the filtrate is evaporated, and the residue is rubbed with 50 cm3 of wa... Starting materials: BrCC(=O)NC1=NOC=C1 (2-bromo-N-isoxazol-3-yl-acetamide), [Br-].O[C@H]1C[N+](CCC1)(C)CC(NC1=NOC=C1)=O ((1R/S,3R)-3-Hydroxy-1-(isoxazol-3-ylcarbamoylmethyl)-1-methyl-piperidinium bromide), [Br-].O[C@H]1C[N+](CCC1)(C)CC(NC1=NOC=C1)=O ((1R/S,3R)-3-Hydroxy-1-(isoxazol-3-ylcarbamoylmethyl)-1-methyl-piperidinium bromide), C1(=CC=CC=C1)CCCBr (3-phenyl propylbromide), CN1CCC(CC1)O (1-methyl-piperidin-4-ol). Yields the product [Br-].OC1CC[N+](CC1)(CCCC1=CC=CC=C1)C (4-Hydroxy-1-methyl-1-(3-phenyl-propyl)-piperidinium bromide). As a reaction SMILES: [Br-].O[C@@H]1CCC[N+](CC(=O)NC2C=CON=2)(C)C1.[CH3:19][N:20]1[CH2:25][CH2:24][CH:23]([OH:26])[CH2:22][CH2:21]1.[Br:27]CC(NC1C=CON=1)=O.[C:37]1([CH2:43][CH2:44][CH2:45]Br)[CH:42]=[CH:41][CH:40]=[CH:39][CH:38]=1>>[Br-:27].[OH:26][CH:23]1[CH2:24][CH2:25][N+:20]([CH3:19])([CH2:45][CH2:44][CH2:43][C:37]2[CH:42]=[CH:41][CH:40]=[CH:39][CH:38]=2)[CH2:21][CH2:22]1 |f:0.1,5.6|. Reported procedure: This compound is prepared by an analogous method to (1R/S,3R)-3-Hydroxy-1-(isoxazol-3-ylcarbamoylmethyl)-1-methyl-piperidinium bromide (Intermediate C) by replacing (R)-1-methyl-piperidin-3-ol (step C3) with 1-methyl-piperidin-4-ol and by replacing 2-bromo-N-isoxazol-3-yl-acetamide (Intermediate A) with 3-phenyl propylbromide. Reactants: NN1C(C2=CC=CC=C2C(=N1)C1=CC=C(C=C1)OC)=O (2-amino-4-(4-methoxyphenyl)phthalazin-1(2H)-one), C12(CC3CC(CC(C1)C3)C2)CC(=O)Cl ((adamantan-1-yl)acetyl chloride). Product: C12(CC3CC(CC(C1)C3)C2)CC(=O)NN2C(C3=CC=CC=C3C(=N2)C2=CC=C(C=C2)OC)=O (2-(adamantan-1-yl)-N-[4-(4-methoxyphenyl)-1-oxophthalazin-2(1H)-yl]acetamide). Reaction SMILES: [NH2:1][N:2]1[N:11]=[C:10]([C:12]2[CH:17]=[CH:16][C:15]([O:18][CH3:19])=[CH:14][CH:13]=2)[C:9]2[C:4](=[CH:5][CH:6]=[CH:7][CH:8]=2)[C:3]1=[O:20].[C:21]12([CH2:31][C:32](Cl)=[O:33])[CH2:30][CH:25]3[CH2:26][CH:27]([CH2:29][CH:23]([CH2:24]3)[CH2:22]1)[CH2:28]2>>[C:21]12([CH2:31][C:32]([NH:1][N:2]3[N:11]=[C:10]([C:12]4[CH:17]=[CH:16][C:15]([O:18][CH3:19])=[CH:14][CH:13]=4)[C:9]4[C:4](=[CH:5][CH:6]=[CH:7][CH:8]=4)[C:3]3=[O:20])=[O:33])[CH2:28][CH:27]3[CH2:26][CH:25]([CH2:24][CH:23]([CH2:29]3)[CH2:22]1)[CH2:30]2. Procedure: The product from Example 151A and (adamantan-1-yl)acetyl chloride were treated using a method similar to that described in Example 1C to give the title compound. 1H NMR (400 MHz, DMSO-d6) δ ppm 11.23 (s, 1H), 8.39-8.42 (m, 1H), 7.88-8.02 (m, 2H), 7.75-7.78 (m, 1H), 7.52-7.55 (m, 2H), 7.11-7.14 (m, 2H), 3.85 (s, 3H), 2.05 (s, 2H), 1.94-1.97 (m, 3H), 1.59-1.70 (m, 12H); MS (ESI+) M/Z 444 (M+H)+. Reactants: FC1=CC=C(C=C1)C1=C(C=NN1C1=CC=CC=C1)C(=O)OCC (ethyl 5-(4-fluorophenyl)-1-phenyl-1H-pyrazole-4-carboxylate), [OH-].[Na+] (sodium hydroxide), Cl (hydrochloric acid). Solvent: C(C)O (ethanol). Yields the product FC1=CC=C(C=C1)C1=C(C=NN1C1=CC=CC=C1)C(=O)O (5-(4-fluorophenyl)-1-phenyl-1H-pyrazole-4-carboxylic acid). Yield: 93.7%. RXN SMILES: [F:1][C:2]1[CH:7]=[CH:6][C:5]([C:8]2[N:12]([C:13]3[CH:18]=[CH:17][CH:16]=[CH:15][CH:14]=3)[N:11]=[CH:10][C:9]=2[C:19]([O:21]CC)=[O:20])=[CH:4][CH:3]=1.[OH-].[Na+].Cl>C(O)C>[F:1][C:2]1[CH:3]=[CH:4][C:5]([C:8]2[N:12]([C:13]3[CH:18]=[CH:17][CH:16]=[CH:15][CH:14]=3)[N:11]=[CH:10][C:9]=2[C:19]([OH:21])=[O:20])=[CH:6][CH:7]=1 |f:1.2|. Procedure details: To a solution of the compound (1.00 g, 3.22 mmol) obtained in step 1 in ethanol (5.0 ml) was added 2N aqueous sodium hydroxide solution (4.70 mL, 9.40 mmol) at room temperature, and the mixture was heated under reflux for 3 hr. The reaction mixture was cooled to room temperature, and 2N hydrochloric acid was added until the mixture became pH 6. The precipitate was collected by filtration with ethyl acetate to give 5-(4-fluorophenyl)-1-phenyl-1H-pyrazole-4-carboxylic acid (852 mg, 94%) as a white... The reactants are Cn1cccn1, CC(C)[N-]C(C)C, CCCC[Sn](Cl)(CCCC)CCCC, [Li+], C1CCOC1. The product is CCCC[Sn](CCCC)(CCCC)c1ccnn1C. Reaction SMILES: [CH3:9][n:10]1[n:11][cH:12][cH:13][cH:14]1.[CH:1]([N-:2][CH:3]([CH3:4])[CH3:5])([CH3:6])[CH3:7].[Cl:15][Sn:16]([CH2:17][CH2:18][CH2:19][CH3:20])([CH2:21][CH2:22][CH2:23][CH3:24])[CH2:25][CH2:26][CH2:27][CH3:28].[Li+:8].[O:29]1[CH2:30][CH2:31][CH2:32][CH2:33]1>>[CH3:9][n:10]1[n:11][cH:12][cH:13][c:14]1[Sn:16]([CH2:17][CH2:18][CH2:19][CH3:20])([CH2:21][CH2:22][CH2:23][CH3:24])[CH2:25][CH2:26][CH2:27][CH3:28]. Starting materials: CCO, CC1(c2csc(Cn3ncc([N+](=O)[O-])n3)n2)OCCO1, [Cl-], [Fe], N#N, [NH4+], O. Yields the product CC1(c2csc(Cn3ncc(N)n3)n2)OCCO1. RXN SMILES: [CH3:25][CH2:26][OH:27].[CH3:3][C:4]1([c:9]2[n:10][c:11]([CH2:14][n:15]3[n:16][cH:17][c:18]([N+:20]([O-:21])=[O:22])[n:19]3)[s:12][cH:13]2)[O:5][CH2:6][CH2:7][O:8]1.[Cl-:23].[Fe:29].[N:1]#[N:2].[NH4+:24].[OH2:28]>>[CH3:3][C:4]1([c:9]2[n:10][c:11]([CH2:14][n:15]3[n:16][cH:17][c:18]([NH2:20])[n:19]3)[s:12][cH:13]2)[O:5][CH2:6][CH2:7][O:8]1. Reactants: BrC=1C=2N(C=CC1)N=C(N2)Cl (8-bromo-2-chloro-[1,2,4]triazolo[1,5-a]pyridine), NCC=1C(=NC=CC1)N(S(=O)(=O)C)C (N-(3-aminomethyl-pyridin-2-yl)-N-methyl-methanesulfonamide). Product: ClC1=NN2C(C(=CC=C2)NCC=2C(=NC=CC2)N(S(=O)(=O)C)C)=N1 (N-{3-[(2-Chloro-[1,2,4]triazolo[1,5-a]pyridin-8-ylamino)-methyl]-pyridin-2-yl}-N-methyl-methanesulfonamide), solid. Yield: 35.0%. As a reaction SMILES: Br[C:2]1[C:3]2[N:4]([N:8]=[C:9]([Cl:11])[N:10]=2)[CH:5]=[CH:6][CH:7]=1.[NH2:12][CH2:13][C:14]1[C:15]([N:20]([CH3:25])[S:21]([CH3:24])(=[O:23])=[O:22])=[N:16][CH:17]=[CH:18][CH:19]=1>>[Cl:11][C:9]1[N:10]=[C:3]2[C:2]([NH:12][CH2:13][C:14]3[C:15]([N:20]([CH3:25])[S:21]([CH3:24])(=[O:23])=[O:22])=[N:16][CH:17]=[CH:18][CH:19]=3)=[CH:7][CH:6]=[CH:5][N:4]2[N:8]=1. Procedure details: N-{3-[(2-Chloro-[1,2,4]triazolo[1,5-a]pyridin-8-ylamino)-methyl]-pyridin-2-yl}-N-methyl-methanesulfonamide was prepared from 8-bromo-2-chloro-[1,2,4]triazolo[1,5-a]pyridine (100.0 mg, 0.4302 mmol) and N-(3-aminomethyl-pyridin-2-yl)-N-methyl-methanesulfonamide (102.0 mg, 0.4738 mmol) in a manner analogous to Example 2d. Product isolated as a tan solid (0.056 g, 35%). 1H NMR (400 MHz, CDCl3, δ, ppm): 8.43 (d, J=4.6 Hz, 1H), 8.11 (d, J=6.5 Hz, 1H), 7.76 (d, J=7.6 Hz, 1H), 7.40-7.32 (m, 2H), 6.93 (t... The reactants are CCOCC, Cl, O=[N+]([O-])c1cccc(S(=O)(=O)Cl)c1, [Na+], [OH-], O, O=C(O)C1CCCN1. Product: O=C(O)C1CCCN1S(=O)(=O)c1cccc([N+](=O)[O-])c1. Reaction SMILES: [CH3:26][CH2:27][O:28][CH2:29][CH3:30].[ClH:24].[N+:11](=[O:12])([O-:13])[c:14]1[cH:15][c:16]([S:20](=[O:21])(=[O:22])[Cl:23])[cH:17][cH:18][cH:19]1.[Na+:2].[OH-:1].[OH2:25].[OH:3][C:4](=[O:5])[CH:6]1[CH2:7][CH2:8][CH2:9][NH:10]1>>[OH:3][C:4](=[O:5])[CH:6]1[CH2:7][CH2:8][CH2:9][N:10]1[S:20]([c:16]1[cH:15][c:14]([N+:11](=[O:12])[O-:13])[cH:19][cH:18][cH:17]1)(=[O:21])=[O:22].